This data is from the Open Reaction Database (ORD), a public repository of structured organic reaction records. The task is: describe an organic reaction: reactants, conditions, products, and yield Starting materials: COC1=CC(=NC(=N1)S(=O)(=O)C)C1=CN(C2=NC=CC=C21)S(=O)(=O)C2=CC=CC=C2 (3-(6-methoxy-2-(methylsulfonyl)pyrimidin-4-yl)-1-(phenylsulfonyl)-1H-pyrrolo[2,3-b]pyridine), C1(CCCCC1)N (cyclohexanamine). The solvent is O1CCOCC1 (dioxane). Yields the product C1(CCCCC1)NC1=NC(=CC(=N1)OC)C1=CN(C2=NC=CC=C21)S(=O)(=O)C2=CC=CC=C2 (N-cyclohexyl-4-methoxy-6-(1-(phenylsulfonyl)-1H-pyrrolo[2,3-b]pyridin-3-yl)pyrimidin-2-amine). RXN SMILES: [CH3:1][O:2][C:3]1[N:8]=[C:7](S(C)(=O)=O)[N:6]=[C:5]([C:13]2[C:21]3[C:16](=[N:17][CH:18]=[CH:19][CH:20]=3)[N:15]([S:22]([C:25]3[CH:30]=[CH:29][CH:28]=[CH:27][CH:26]=3)(=[O:24])=[O:23])[CH:14]=2)[CH:4]=1.[CH:31]1([NH2:37])[CH2:36][CH2:35][CH2:34][CH2:33][CH2:32]1>O1CCOCC1>[CH:31]1([NH:37][C:7]2[N:8]=[C:3]([O:2][CH3:1])[CH:4]=[C:5]([C:13]3[C:21]4[C:16](=[N:17][CH:18]=[CH:19][CH:20]=4)[N:15]([S:22]([C:25]4[CH:30]=[CH:29][CH:28]=[CH:27][CH:26]=4)(=[O:24])=[O:23])[CH:14]=3)[N:6]=2)[CH2:36][CH2:35][CH2:34][CH2:33][CH2:32]1. Reported procedure: A solution of EXAMPLE 1B (6.7 g, 15.1 mmol) and cyclohexanamine (6.90 mL, 60.3 mmol) in dioxane (165 mL) was heated at 100° C. overnight. The mixture was concentrated to afford the crude title compound which was directly used in the next step. The reactants are NC(CO)C1=C(C=CC=C1)Cl (2-amino-2-(2-chlorophenyl)ethanol), N(=C=S)C1=CC=C(C=C1)C1=NN(C=N1)C1=CC=C(C=C1)OC(F)(F)F (3-(4-isothiocyanato-phenyl)-1-(4-trifluoromethoxy-phenyl)-1H-1,2,4-triazole). Yields the product ClC1=C(C=CC=C1)C(CO)NC(=S)NC1=CC=C(C=C1)C1=NN(C=N1)C1=CC=C(C=C1)OC(F)(F)F (1-(1-(2-Chlorophenyl)-2-hydroxyethyl)-3-(4-(1-(4-(trifluoromethoxy)phenyl)-1H-1,2,4-triazol-3-yl)phenyl)thiourea). As a reaction SMILES: [NH2:1][CH:2]([C:5]1[CH:10]=[CH:9][CH:8]=[CH:7][C:6]=1[Cl:11])[CH2:3][OH:4].[N:12]([C:15]1[CH:20]=[CH:19][C:18]([C:21]2[N:25]=[CH:24][N:23]([C:26]3[CH:31]=[CH:30][C:29]([O:32][C:33]([F:36])([F:35])[F:34])=[CH:28][CH:27]=3)[N:22]=2)=[CH:17][CH:16]=1)=[C:13]=[S:14]>>[Cl:11][C:6]1[CH:7]=[CH:8][CH:9]=[CH:10][C:5]=1[CH:2]([NH:1][C:13]([NH:12][C:15]1[CH:16]=[CH:17][C:18]([C:21]2[N:25]=[CH:24][N:23]([C:26]3[CH:31]=[CH:30][C:29]([O:32][C:33]([F:36])([F:34])[F:35])=[CH:28][CH:27]=3)[N:22]=2)=[CH:19][CH:20]=1)=[S:14])[CH2:3][OH:4]. Procedure details: The title compound was prepared with 2-amino-2-(2-chlorophenyl)ethanol (Brueggemeier, U.; et al., WO 2010105770) and 3-(4-isothiocyanato-phenyl)-1-(4-trifluoromethoxy-phenyl)-1H-1,2,4-triazole and isolated as a white solid (1.44 g, quantitative): 1H NMR (300 MHz, CDCl3) δ 7.97 (d, J=1.1 Hz, 1H), 7.64 (d, J=8.2 Hz, 1H), 7.47-7.41 (m, 1H), 7.23-7.13 (m, 2H), 6.87-6.55 (m, 11H), 5.39 (d, J=8.3 Hz, 1H), 3.48-3.30 (m, 2H). The reactants are C(C)OC(C(C)(C)OC1=CC=C(C=C1)OCCC=1N=C(OC1C)C1=CC=C(C=C1)C1=C(C=CC=C1F)F)=O (2-(4-{2-[2-(2′, 6′-difluoro-biphenyl-4-yl)-5-methyloxazol-4-yl]-ethoxy}-phenoxy)-2-methylpropionic acid ethyl ester), [OH-].[Na+] (NaOH). Run in C(C)O (ethanol), C1CCOC1 (THF). Conditions: temperature 55 celsius, time 1 hour. Yields the product FC1=C(C(=CC=C1)F)C1=CC=C(C=C1)C=1OC(=C(N1)CCOC1=CC=C(OC(C(=O)O)(C)C)C=C1)C (2-(4-{2-[2-(2′,6′-Difluorobiphenyl-4-yl)-5-methyloxazol-4-yl]-ethoxy}-phenoxy)-2-methylpropionic acid). RXN SMILES: C([O:3][C:4](=[O:38])[C:5]([O:8][C:9]1[CH:14]=[CH:13][C:12]([O:15][CH2:16][CH2:17][C:18]2[N:19]=[C:20]([C:24]3[CH:29]=[CH:28][C:27]([C:30]4[C:35]([F:36])=[CH:34][CH:33]=[CH:32][C:31]=4[F:37])=[CH:26][CH:25]=3)[O:21][C:22]=2[CH3:23])=[CH:11][CH:10]=1)([CH3:7])[CH3:6])C.[OH-].[Na+]>C(O)C.C1COCC1>[F:36][C:35]1[CH:34]=[CH:33][CH:32]=[C:31]([F:37])[C:30]=1[C:27]1[CH:28]=[CH:29][C:24]([C:20]2[O:21][C:22]([CH3:23])=[C:18]([CH2:17][CH2:16][O:15][C:12]3[CH:11]=[CH:10][C:9]([O:8][C:5]([CH3:7])([CH3:6])[C:4]([OH:38])=[O:3])=[CH:14][CH:13]=3)[N:19]=2)=[CH:25][CH:26]=1 |f:1.2|. Reported procedure: Under nitrogen, 2-(4-{2-[2-(2′, 6′-difluoro-biphenyl-4-yl)-5-methyloxazol-4-yl]-ethoxy}-phenoxy)-2-methylpropionic acid ethyl ester (0.53 mmol) in ethanol (2.5 mL) and THF (2.5 mL) was treated with 2.0 N NaOH (2.0 mL). The reaction mixture was stirred at 55° C. for 1 h and concentrated in vacuo. The resulting slurry was suspended in ethyl acetate, acidified to pH 1 with 1 N HCl, and partitioned. The organic layer was washed with brine, dried (Na2SO4), and concentrated in vacuo to provide the pro... Reactants: C, CC(=O)O, CCOC(C)=O, CC(C)S(=O)(=O)c1ccc(NCCN2CCCC2)c([N+](=O)[O-])c1, [Pd]. Product: CC(C)S(=O)(=O)c1ccc(NCCN2CCCC2)c(N)c1. Reaction SMILES: [C:34].[CH3:24][C:25](=[O:26])[OH:27].[CH3:28][CH2:29][O:30][C:31](=[O:32])[CH3:33].[CH:1]([CH3:2])([CH3:3])[S:4](=[O:5])(=[O:6])[c:7]1[cH:8][c:9]([N+:21]([O-:22])=[O:23])[c:10]([NH:11][CH2:12][CH2:13][N:14]2[CH2:15][CH2:16][CH2:17][CH2:18]2)[cH:19][cH:20]1.[Pd:35]>>[CH:1]([CH3:2])([CH3:3])[S:4](=[O:5])(=[O:6])[c:7]1[cH:8][c:9]([NH2:21])[c:10]([NH:11][CH2:12][CH2:13][N:14]2[CH2:15][CH2:16][CH2:17][CH2:18]2)[cH:19][cH:20]1. Starting materials: OC=1C(=CC2=C(C(=C(C(O2)=O)CCO)C)C1)OC (6-hydroxy-3-(2-hydroxyethyl)-7-methoxy-4-methyl-2H-1-benzopyran-2-one), CI (methyl iodide), C([O-])([O-])=O.[K+].[K+] (potassium carbonate). Run in CN(C)C=O (DMF). The product is OCCC=1C(OC2=C(C1C)C=C(C(=C2)OC)OC)=O (3-(2-hydroxyethyl)-6,7-dimethoxy-4-methyl-2H-1-benzopyran-2-one). RXN SMILES: [OH:1][C:2]1[C:3]([O:17][CH3:18])=[CH:4][C:5]2[O:10][C:9](=[O:11])[C:8]([CH2:12][CH2:13][OH:14])=[C:7]([CH3:15])[C:6]=2[CH:16]=1.CI.[C:21](=O)([O-])[O-].[K+].[K+]>CN(C=O)C>[OH:14][CH2:13][CH2:12][C:8]1[C:9](=[O:11])[O:10][C:5]2[CH:4]=[C:3]([O:17][CH3:18])[C:2]([O:1][CH3:21])=[CH:16][C:6]=2[C:7]=1[CH3:15] |f:2.3.4|. Procedure: 40.0 g (160 mmol) of 6-hydroxy-3-(2-hydroxyethyl)-7-methoxy-4-methyl-2H-1-benzopyran-2-one (Example 41), 45.4 g (320 mmol) of methyl iodide and 66.3 g (480 mmol) of potassium carbonate in 500 ml of DMF are stirred for 22 hours at 60° to 80° C. The reaction solution is evaporated, extracted with chloroform, and the organic phase is washed with dilute sodium hydroxide and with water, dried with Na2SO4, and re-evaporated. Yield 31.6 g (75%); m.p. 184°-187° C. (from isopropanol). Reactants: CCO, CN(C)C=O, CCc1c(OC)cc(OC)c2c1C(=O)N(CCl)S2(=O)=O, [Na], O, O, Sc1nnnn1-c1ccccc1. Yields the product CCc1c(OC)cc(OC)c2c1C(=O)N(CSc1nnnn1-c1ccccc1)S2(=O)=O. As a reaction SMILES: [CH2:36]([OH:37])[CH3:38].[CH3:39][N:40]([CH3:41])[CH:42]=[O:43].[Cl:1][CH2:2][N:3]1[S:4](=[O:5])(=[O:6])[c:7]2[c:8]([O:19][CH3:20])[cH:9][c:10]([O:17][CH3:18])[c:11]([CH2:15][CH3:16])[c:12]2[C:13]1=[O:14].[Na:21].[OH2:34].[OH2:35].[c:22]1(-[n:28]2[n:29][n:30][n:31][c:32]2[SH:33])[cH:23][cH:24][cH:25][cH:26][cH:27]1>>[CH2:2]([N:3]1[S:4](=[O:5])(=[O:6])[c:7]2[c:8]([O:19][CH3:20])[cH:9][c:10]([O:17][CH3:18])[c:11]([CH2:15][CH3:16])[c:12]2[C:13]1=[O:14])[S:33][c:32]1[n:28](-[c:22]2[cH:23][cH:24][cH:25][cH:26][cH:27]2)[n:29][n:30][n:31]1. Reactants: COC(=O)CCc1ncc(-c2cccc(NCC(=O)OC(C)(C)C)c2)cn1, ClCCl, [Na+], [OH-], O=C(O)C(F)(F)F. Product: CNc1cccc(-c2cnc(CCC(=O)OC)nc2)c1. RXN SMILES: [C:8]([O:9][C:10](=[O:11])[CH2:15][NH:16][c:17]1[cH:18][c:19](-[c:23]2[cH:24][n:25][c:26]([CH2:29][CH2:30][C:31](=[O:32])[O:33][CH3:34])[n:27][cH:28]2)[cH:20][cH:21][cH:22]1)([CH3:12])([CH3:13])[CH3:14].[Cl:37][CH2:38][Cl:39].[Na+:36].[OH-:35].[OH:1][C:2]([C:3]([F:4])([F:5])[F:6])=[O:7]>>[CH3:15][NH:16][c:17]1[cH:18][c:19](-[c:23]2[cH:24][n:25][c:26]([CH2:29][CH2:30][C:31](=[O:32])[O:33][CH3:34])[n:27][cH:28]2)[cH:20][cH:21][cH:22]1. The reactants are COC(=O)C(=O)OC, CC(C)(C)[O-], [K+], CN(C)C=O, O, c1ccc2[nH]ccc2c1. Yields the product Cn1ccc2ccccc21. As a reaction SMILES: [C:10]([O:11][CH3:12])(=[O:13])[C:14]([O:15][CH3:16])=[O:17].[CH3:18][C:19]([CH3:20])([O-:21])[CH3:22].[K+:23].[O:24]=[CH:25][N:26]([CH3:27])[CH3:28].[OH2:29].[nH:1]1[cH:2][cH:3][c:4]2[cH:5][cH:6][cH:7][cH:8][c:9]12>>[n:1]1([CH3:10])[cH:2][cH:3][c:4]2[cH:5][cH:6][cH:7][cH:8][c:9]12. The reactants are O=C(O)c1cc(F)ccc1Br, [K+], [K], N, [NH4+], [Na], [OH-]. Yields the product Nc1ccc(F)cc1C(=O)O. Reaction SMILES: [F:2][c:3]1[cH:4][cH:5][c:6]([Br:12])[c:7]([C:8](=[O:9])[OH:10])[cH:11]1.[K+:17].[K:13].[NH3:15].[NH4+:14].[Na:1].[OH-:16]>>[F:2][c:3]1[cH:4][cH:5][c:6]([NH2:14])[c:7]([C:8](=[O:9])[OH:10])[cH:11]1.